Dataset: the Open Reaction Database (ORD), a public repository of structured organic reaction records. Task: describe an organic reaction: reactants, conditions, products, and yield Reactants: C1CCOC1, CO, CCOC(=O)c1cnc2cc(OC)ccc2c1, [Na+], [OH-]. Product: COc1ccc2cc(C(=O)O)cnc2c1. As a reaction SMILES: [CH2:22]1[O:23][CH2:24][CH2:25][CH2:26]1.[CH3:18][OH:19].[CH3:1][O:2][c:3]1[cH:4][cH:5][c:6]2[cH:7][c:8]([C:13](=[O:14])[O:15][CH2:16][CH3:17])[cH:9][n:10][c:11]2[cH:12]1.[Na+:21].[OH-:20]>>[CH3:1][O:2][c:3]1[cH:4][cH:5][c:6]2[cH:7][c:8]([C:13](=[O:14])[OH:15])[cH:9][n:10][c:11]2[cH:12]1. Reactants: C1CCC(CC1)N=C=NC2CCCCC2 (DCC), O (H2O), CCN(C(C)C)C(C)C (DIEA), ( g ), EtOAc hexanes, CC=1C=CC(=CC1)S(=O)(=O)O (TsOH), C(C)(C)(C)OC(=O)N1[C@H](C(=O)O)C[C@H](C1)OC (N-tert-Butoxycarbonyl-(2S,4R)-4-methoxyproline), NCC(=O)OCC1=CC=CC=C1 (H-Gly-OBn), C=1C=CC2=C(C1)N=NN2O (HOBt). The solvent is CN(C)C=O (DMF). The product is EtOAc hexanes, C(C1=CC=CC=C1)OC(CNC([C@H]1N(C[C@@H](C1)OC)C(=O)OC(C)(C)C)=O)=O (N-tert-Butoxycarbonyl-(2S,4R)-4-methoxyprolylglycine Benzyl Ester). Yield: 82.0%. As a reaction SMILES: [C:1]([O:5][C:6]([N:8]1[CH2:15][C@H:14]([O:16][CH3:17])[CH2:13][C@H:9]1[C:10]([OH:12])=O)=[O:7])([CH3:4])([CH3:3])[CH3:2].[NH2:18][CH2:19][C:20]([O:22][CH2:23][C:24]1[CH:29]=[CH:28][CH:27]=[CH:26][CH:25]=1)=[O:21].CC1C=CC(S(O)(=O)=O)=CC=1.C1CCC(N=C=NC2CCCCC2)CC1.C1C=CC2N(O)N=NC=2C=1.O.CCN(C(C)C)C(C)C>CN(C=O)C>[CH2:23]([O:22][C:20](=[O:21])[CH2:19][NH:18][C:10](=[O:12])[C@@H:9]1[CH2:13][C@@H:14]([O:16][CH3:17])[CH2:15][N:8]1[C:6]([O:5][C:1]([CH3:2])([CH3:3])[CH3:4])=[O:7])[C:24]1[CH:29]=[CH:28][CH:27]=[CH:26][CH:25]=1. Procedure: A solution of Boc-Mop-OH (0.42 g, 1.71 mmol), H-Gly-OBn.TsOH (0.64 g, 1.88 mmol), DCC (0.35 g, 1.71 mmol), HOBt.H2O (0.26 g, 1.71 mmol) and DIEA (0.89 mL, 5.13 mmol) in DMF (30 mL) was stirred at room temperature under Ar(g) for 20 h. The mixture was filtered to remove insoluble DCU and concentrated by rotary evaporation under high vacuum. The product was isolated by flash chromatography (two columns were needed; the first was run in 8:2 EtOAc/hexanes and the second in 7:3 EtOAc/hexanes) affordi... The reactants are FC(C=1C=C(C=C(C1)C(F)(F)F)N(C(=O)N([C@@H]1CN(C[C@H]1C1=CC=C(C=C1)F)C(=O)[C@@H]1CC[C@H](CC1)NS(=O)(=O)C)C)C)(F)F (N-(trans-4-{[(3S,4R)-3-[{[3,5-bis(trifluoromethyl)phenyl](methyl)carbamoyl}(methyl)amino]-4-(4-fluorophenyl)pyrrolidin-1-yl]carbonyl}cyclohexyl)methanesulfonamide), CC(C)([O-])C.[K+] (potassium tert-butoxide), CI (methyl iodide). Run in CN(C)C=O (DMF), ice water. Run at time 12 hour. Product: FC(C=1C=C(C=C(C1)C(F)(F)F)N(C(=O)N([C@@H]1CN(C[C@H]1C1=CC=C(C=C1)F)C(=O)[C@@H]1CC[C@H](CC1)N(S(=O)(=O)C)C)C)C)(F)F (N-(trans-4-{[(3S,4R)-3-[{[3,5-bis(trifluoromethyl)phenyl](methyl)carbamoyl}(methyl)amino]-4-(4-fluorophenyl)pyrrolidin-1-yl]carbonyl}cyclohexyl)-N-methylmethanesulfonamide). Yield: 72.4%. As a reaction SMILES: [F:1][C:2]([F:45])([F:44])[C:3]1[CH:4]=[C:5]([N:13]([CH3:43])[C:14]([N:16]([CH3:42])[C@H:17]2[C@H:21]([C:22]3[CH:27]=[CH:26][C:25]([F:28])=[CH:24][CH:23]=3)[CH2:20][N:19]([C:29]([C@H:31]3[CH2:36][CH2:35][C@H:34]([NH:37][S:38]([CH3:41])(=[O:40])=[O:39])[CH2:33][CH2:32]3)=[O:30])[CH2:18]2)=[O:15])[CH:6]=[C:7]([C:9]([F:12])([F:11])[F:10])[CH:8]=1.[CH3:46]C(C)([O-])C.[K+].CI>CN(C=O)C>[F:45][C:2]([F:44])([F:1])[C:3]1[CH:4]=[C:5]([N:13]([CH3:43])[C:14]([N:16]([CH3:42])[C@H:17]2[C@H:21]([C:22]3[CH:23]=[CH:24][C:25]([F:28])=[CH:26][CH:27]=3)[CH2:20][N:19]([C:29]([C@H:31]3[CH2:32][CH2:33][C@H:34]([N:37]([CH3:46])[S:38]([CH3:41])(=[O:39])=[O:40])[CH2:35][CH2:36]3)=[O:30])[CH2:18]2)=[O:15])[CH:6]=[C:7]([C:9]([F:10])([F:11])[F:12])[CH:8]=1 |f:1.2|. Procedure: To a solution of the compound (0.23 g) obtained in Example 242 in DMF (7.0 mL) were added potassium tert-butoxide (0.079 g) and methyl iodide (0.055 mL) at 0° C. The mixture was stirred at room temperature for 12 hr, diluted with ice water, and extracted with ethyl acetate. The extract was washed with water, 1N aqueous potassium hydrogen sulfate solution and saturated brine, dried and concentrated under reduced pressure. The residue was separated and purified by silica gel column chromatography ... Reactants: Cl.ClC1=NC=NC2=CC(=C(C=C12)OC)[N+](=O)[O-] (4-chloro-6-methoxy-7-nitroquinazoline hydrochloride), FC1=C(N)C=C(C(=C1)C)OC(=O)OC (2-fluoro-5-methoxycarbonyloxy-4-methylaniline). Run in C(C)(C)O (isopropanol). Product: Cl.FC1=C(NC2=NC=NC3=CC(=C(C=C23)OC)[N+](=O)[O-])C=C(C(=C1)C)OC(=O)OC (4-(2-fluoro-5-methoxycarbonyloxy-4-methylanilino)-6-methoxy-7-nitroquinazoline hydrochloride). Isolated yield 91.2%. Reaction SMILES: Cl.[Cl:2][C:3]1[C:12]2[C:7](=[CH:8][C:9]([N+:15]([O-:17])=[O:16])=[C:10]([O:13][CH3:14])[CH:11]=2)[N:6]=[CH:5][N:4]=1.[F:18][C:19]1[CH:25]=[C:24]([CH3:26])[C:23]([O:27][C:28]([O:30][CH3:31])=[O:29])=[CH:22][C:20]=1[NH2:21]>C(O)(C)C>[ClH:2].[F:18][C:19]1[CH:25]=[C:24]([CH3:26])[C:23]([O:27][C:28]([O:30][CH3:31])=[O:29])=[CH:22][C:20]=1[NH:21][C:3]1[C:12]2[C:7](=[CH:8][C:9]([N+:15]([O-:17])=[O:16])=[C:10]([O:13][CH3:14])[CH:11]=2)[N:6]=[CH:5][N:4]=1 |f:0.1,4.5|. Procedure: A mixture of 4-chloro-6-methoxy-7-nitroquinazoline hydrochloride (784 mg, 2.8 mmol) and 2-fluoro-5-methoxycarbonyloxy-4-methylaniline (621 mg, 3.1 mmol), (prepared as described for the starting material in Example 26), in isopropanol (10 ml) was heated at reflux for 2 hours. The mixture was allowed to cool, the precipitated product collected by filtration, washed with isopropanol, ether and dried under vacuum to give 4-(2-fluoro-5-methoxycarbonyloxy-4-methylanilino)-6-methoxy-7-nitroquinazoline ... The reactants are O=C(Cl)OCC(Cl)(Cl)Cl, Nc1ccc2ncsc2c1, C1CCOC1, O, c1ccncc1. Yields the product O=C(Nc1ccc2ncsc2c1)OCC(Cl)(Cl)Cl. RXN SMILES: [Cl:17][C:18](=[O:19])[O:20][CH2:21][C:22]([Cl:23])([Cl:24])[Cl:25].[NH2:1][c:2]1[cH:3][c:4]2[c:5]([n:6][cH:7][s:8]2)[cH:9][cH:10]1.[O:27]1[CH2:28][CH2:29][CH2:30][CH2:31]1.[OH2:26].[cH:11]1[cH:12][cH:13][n:14][cH:15][cH:16]1>>[NH:1]([c:2]1[cH:3][c:4]2[c:5]([n:6][cH:7][s:8]2)[cH:9][cH:10]1)[C:18](=[O:19])[O:20][CH2:21][C:22]([Cl:23])([Cl:24])[Cl:25]. The reactants are C([O-])([O-])=O.[K+].[K+] (Potassium carbonate), C(C1=CC=CC=C1)Br (benzyl bromide), Cl.N[C@@H](C(=O)OC)C ((R)-methyl 2-aminopropanoate hydrochloride). Run in C(C)#N (acetonitrile). Reaction conditions: temperature 60 celsius, time 8 hour. The product is COC([C@@H](C)N(CC1=CC=CC=C1)CC1=CC=CC=C1)=O ((R)-2-Dibenzylamino-propionic acid methyl ester). The yield is 99.2%. RXN SMILES: C(=O)([O-])[O-].[K+].[K+].[CH2:7](Br)[C:8]1[CH:13]=[CH:12][CH:11]=[CH:10][CH:9]=1.Cl.[NH2:16][C@H:17]([CH3:22])[C:18]([O:20][CH3:21])=[O:19]>C(#N)C>[CH3:21][O:20][C:18](=[O:19])[C@H:17]([N:16]([CH2:7][C:8]1[CH:13]=[CH:12][CH:11]=[CH:10][CH:9]=1)[CH2:7][C:8]1[CH:13]=[CH:12][CH:11]=[CH:10][CH:9]=1)[CH3:22] |f:0.1.2,4.5|. Procedure: Potassium carbonate (49.5 g, 358 mmol) and benzyl bromide (42.5 mL, 358 mmol) were each added to a partial solution of (R)-methyl 2-aminopropanoate hydrochloride (10 g, 71.6 mmol) in acetonitrile (200 mL) and the reaction was allowed to stir at 60° C. overnight. The reaction was filtered and the filtrate evaporated in vacuo. The residue was purified by column chromatography using hexane (to elute the excess benzyl bromide) followed by 5:1 hexane:ethyl acetate to elute the product. After concentr...